The task is: describe an organic reaction: reactants, conditions, products, and yield. This data is from the Open Reaction Database (ORD), a public repository of structured organic reaction records. Reactants: FC1=CC=C(C=C1)C(C(CC1=CC=C(C=C1)C(F)(F)F)NC=O)=O (2-(4-fluorophenyl)-2-oxo-1-[[4-(trifluoromethyl)phenyl]methyl]ethylformamide), Cl (hydrochloric acid). Solvent: CO (methanol). Yields the product Cl.FC1=CC=C(C=C1)C(C(CC1=CC=C(C=C1)C(F)(F)F)N)=O (2-(4-fluorophenyl)-2-oxo-1-[[4-(trifluoromethyl)phenyl]methyl]ethylamine hydrochloride). Reaction SMILES: [F:1][C:2]1[CH:7]=[CH:6][C:5]([C:8](=[O:24])[CH:9]([NH:21]C=O)[CH2:10][C:11]2[CH:16]=[CH:15][C:14]([C:17]([F:20])([F:19])[F:18])=[CH:13][CH:12]=2)=[CH:4][CH:3]=1.[ClH:25]>CO>[ClH:25].[F:1][C:2]1[CH:3]=[CH:4][C:5]([C:8](=[O:24])[CH:9]([NH2:21])[CH2:10][C:11]2[CH:16]=[CH:15][C:14]([C:17]([F:20])([F:19])[F:18])=[CH:13][CH:12]=2)=[CH:6][CH:7]=1 |f:3.4|. Procedure: To a solution of 2-(4-fluorophenyl)-2-oxo-1-[[4-(trifluoromethyl)phenyl]methyl]ethylformamide (13.87 g, 40.9 mmol) in methanol (100 ml) was added conc. hydrochloric acid (3.8 ml, 45.0 mmol), and the mixture was heated under reflux for 2 hrs. The reaction solution was concentrated under reduced pressure, and the residue was washed with ethyl acetate to give the objective substance.(13.63 g, 96%) as crystals. The reactants are C(C)(C)(C)OC(=O)NCCOC1=C(C(=O)O)C=CC(=C1)SC (2-[2-(tert-butoxycarbonylamino)ethoxy]-4-(methylthio)benzoic acid), ClC=1C=CC(=NC1)NC(C1=C(C=CC(=C1)F)N)=O (N-(5-chloropyridin-2-yl)-2-amino-5-fluorobenzamide). Product: C(C)(C)(C)OC(=O)NCCOC1=C(C(=O)NC2=C(C(=O)NC3=NC=C(C=C3)Cl)C=C(C=C2)F)C=CC(=C1)SC (2-[2-[2-(tert-Butoxycarbonylamino)ethoxy]-4-(methylthio)benzoylamino]-N-(5-chloropyridin-2-yl)-5-fluorobenzamide). Procedure: 2-[2-[2-(tert-Butoxycarbonylamino)ethoxy]-4-(methylthio)benzoylamino]-N-(5-chloropyridin-2-yl)-5-fluorobenzamide was prepared by methods described in Example 4-E from 2-[2-[2-(tert-butoxycarbonylamino)ethoxy]-4-(methylthio)benzoic acid and N-(5-chloropyridin-2-yl)-2-amino-5-fluorobenzamide (2.80 g, 89%). Reaction SMILES: [C:1]([O:5][C:6]([NH:8][CH2:9][CH2:10][O:11][C:12]1[CH:20]=[C:19]([S:21][CH3:22])[CH:18]=[CH:17][C:13]=1[C:14]([OH:16])=O)=[O:7])([CH3:4])([CH3:3])[CH3:2].[Cl:23][C:24]1[CH:25]=[CH:26][C:27]([NH:30][C:31](=[O:40])[C:32]2[CH:37]=[C:36]([F:38])[CH:35]=[CH:34][C:33]=2[NH2:39])=[N:28][CH:29]=1>>[C:1]([O:5][C:6]([NH:8][CH2:9][CH2:10][O:11][C:12]1[CH:20]=[C:19]([S:21][CH3:22])[CH:18]=[CH:17][C:13]=1[C:14]([NH:39][C:33]1[CH:34]=[CH:35][C:36]([F:38])=[CH:37][C:32]=1[C:31]([NH:30][C:27]1[CH:26]=[CH:25][C:24]([Cl:23])=[CH:29][N:28]=1)=[O:40])=[O:16])=[O:7])([CH3:2])([CH3:3])[CH3:4]. Starting materials: Cl, O=N[O-], CCOC(=O)c1cc2cc(-c3ccc(N)cc3)ccc2o1, [Na+], O. Yields the product CCOC(=O)c1cc2cc(-c3ccc(Cl)cc3)ccc2o1. RXN SMILES: [ClH:26].[N:1]([O-:2])=[O:3].[NH2:5][c:6]1[cH:7][cH:8][c:9](-[c:12]2[cH:13][cH:14][c:15]3[c:16]([cH:17][c:18]([C:20](=[O:21])[O:22][CH2:23][CH3:24])[o:19]3)[cH:25]2)[cH:10][cH:11]1.[Na+:4].[OH2:27]>>[c:6]1([Cl:26])[cH:7][cH:8][c:9](-[c:12]2[cH:13][cH:14][c:15]3[c:16]([cH:17][c:18]([C:20](=[O:21])[O:22][CH2:23][CH3:24])[o:19]3)[cH:25]2)[cH:10][cH:11]1. Procedure: 6,7-Dimethoxy-4-(4-aminophenoxy)quinoline (52 mg) was suspended in triethylamine/methylene chloride (3 ml/2 ml), commercially available 4-butoxybenzoyl chloride (0.07 ml) was added, and the admixture was stirred at room temperature for 30 hours. The reaction mixture was then purified in the same manner as described in Example 62 to obtain 34 mg of the title compound (yield: 41%). Run in C(C)N(CC)CC.C(Cl)Cl (triethylamine methylene chloride). The yield is 41.0%. RXN SMILES: [CH3:1][O:2][C:3]1[CH:4]=[C:5]2[C:10](=[CH:11][C:12]=1[O:13][CH3:14])[N:9]=[CH:8][CH:7]=[C:6]2[O:15][C:16]1[CH:21]=[CH:20][C:19]([NH2:22])=[CH:18][CH:17]=1.[CH2:23]([O:27][C:28]1[CH:36]=[CH:35][C:31]([C:32](Cl)=[O:33])=[CH:30][CH:29]=1)[CH2:24][CH2:25][CH3:26]>C(N(CC)CC)C.C(Cl)Cl>[CH3:1][O:2][C:3]1[CH:4]=[C:5]2[C:10](=[CH:11][C:12]=1[O:13][CH3:14])[N:9]=[CH:8][CH:7]=[C:6]2[O:15][C:16]1[CH:17]=[CH:18][C:19]([NH:22][C:32]([C:31]2[CH:35]=[CH:36][C:28]([O:27][CH2:23][CH2:24][CH2:25][CH3:26])=[CH:29][CH:30]=2)=[O:33])=[CH:20][CH:21]=1 |f:2.3|. The reactants are COC=1C=C2C(=CC=NC2=CC1OC)OC1=CC=C(C=C1)N (6,7-Dimethoxy-4-(4-aminophenoxy)quinoline), C(CCC)OC1=CC=C(C(=O)Cl)C=C1 (4-butoxybenzoyl chloride). Yields the product COC=1C=C2C(=CC=NC2=CC1OC)OC1=CC=C(C=C1)NC(=O)C1=CC=C(C=C1)OCCCC (N-{4-[(6,7-Dimethoxy-4-quinolinyl)oxy]phenyl}-(4-butoxyphenyl)carboxamide). Conditions: time 30 hour. The reactants are C1CCNCC1, O=C(O)CCl, [Na+], [OH-], O. The product is O=C(O)CN1CCCCC1. As a reaction SMILES: [CH2:8]1[CH2:9][CH2:10][NH:11][CH2:12][CH2:13]1.[Cl:1][CH2:2][C:3](=[O:4])[OH:5].[Na+:7].[OH-:6].[OH2:14]>>[CH2:2]([C:3](=[O:4])[OH:5])[N:11]1[CH2:10][CH2:9][CH2:8][CH2:13][CH2:12]1. The reactants are C(C)(C)(C)OC(NC1=CC=C(C=C1)SC1=C(C=C(C=C1)C(NC1=CC=C(C=C1)Br)=O)[N+](=O)[O-])=O ({4-[4-(4-Bromo-phenylcarbamoyl)-2-nitro-phenylsulfanyl]-phenyl}-carbamic acid tert-butyl ester), [Cl-].[NH4+] (ammonium chloride). The reagents and catalysts are [Fe] (iron). The solvent is C(C)(=O)OCC (ethyl acetate), O (water), C(C)O (ethanol). Yields the product C(C)(C)(C)OC(NC1=CC=C(C=C1)SC1=C(C=C(C=C1)C(NC1=CC=C(C=C1)Br)=O)N)=O ({4-[2-Amino-4-(4-bromo-phenylcarbamoyl)-phenylsulfanyl]-phenyl}-carbamic acid tert-butyl ester). Yield: 95.4%. As a reaction SMILES: [C:1]([O:5][C:6](=[O:34])[NH:7][C:8]1[CH:13]=[CH:12][C:11]([S:14][C:15]2[CH:20]=[CH:19][C:18]([C:21](=[O:30])[NH:22][C:23]3[CH:28]=[CH:27][C:26]([Br:29])=[CH:25][CH:24]=3)=[CH:17][C:16]=2[N+:31]([O-])=O)=[CH:10][CH:9]=1)([CH3:4])([CH3:3])[CH3:2].[Cl-].[NH4+]>O.C(O)C.C(OCC)(=O)C.[Fe]>[C:1]([O:5][C:6](=[O:34])[NH:7][C:8]1[CH:9]=[CH:10][C:11]([S:14][C:15]2[CH:20]=[CH:19][C:18]([C:21](=[O:30])[NH:22][C:23]3[CH:28]=[CH:27][C:26]([Br:29])=[CH:25][CH:24]=3)=[CH:17][C:16]=2[NH2:31])=[CH:12][CH:13]=1)([CH3:4])([CH3:2])[CH3:3] |f:1.2|. Procedure: A suspension of the product of Example 13B (1.198 g, 2.20 mmol), iron powder (756 mg, 13.53 mmol), and ammonium chloride (771 mg, 14.41 mmol) in water (15 mL) and ethanol (30 mL) was heated at 90° for 1 hour. The reaction was cooled to room temperature. The mixture was diluted with ethyl acetate (200 mL) and washed with water (2×50 mL) and brine (50 mL). The organic phase was dried over sodium sulfate, filtered, and concentrated under vacuum to provide the title compound as a light yellow solid ... Starting materials: COC(=O)C=1N(C(C2=CC=C(C=C2C1C1=CC=CC=C1)C(=O)OC)=O)CC1=CC=C(C=C1)C(=O)OC(C)(C)C (2-(4-tert-butoxycarbonylbenzyl)-1-oxo-4-phenyl-1,2-dihydroisoquinoline-3,6-dicarboxylic acid dimethyl ester), CO (methanol), [OH-].[Na+] (sodium hydroxide). Isolated yield 73.1%. Run at time 18 hour. Reaction SMILES: [CH3:1][O:2][C:3]([C:5]1[N:6]([CH2:26][C:27]2[CH:32]=[CH:31][C:30]([C:33]([O:35][C:36]([CH3:39])([CH3:38])[CH3:37])=[O:34])=[CH:29][CH:28]=2)[C:7](=[O:25])[C:8]2[C:13]([C:14]=1[C:15]1[CH:20]=[CH:19][CH:18]=[CH:17][CH:16]=1)=[CH:12][C:11]([C:21]([O:23]C)=[O:22])=[CH:10][CH:9]=2)=[O:4].CO.[OH-].[Na+]>C1COCC1>[CH3:1][O:2][C:3]([C:5]1[N:6]([CH2:26][C:27]2[CH:28]=[CH:29][C:30]([C:33]([O:35][C:36]([CH3:39])([CH3:38])[CH3:37])=[O:34])=[CH:31][CH:32]=2)[C:7](=[O:25])[C:8]2[C:13]([C:14]=1[C:15]1[CH:16]=[CH:17][CH:18]=[CH:19][CH:20]=1)=[CH:12][C:11]([C:21]([OH:23])=[O:22])=[CH:10][CH:9]=2)=[O:4] |f:2.3|. The solvent is C1CCOC1 (THF). Yields the product COC(=O)C=1N(C(C2=CC=C(C=C2C1C1=CC=CC=C1)C(=O)O)=O)CC1=CC=C(C=C1)C(=O)OC(C)(C)C (2-(4-tert-butoxycarbonylbenzyl)-1-oxo-4-phenyl-1,2-dihydroisoquinoline-3,6-dicarboxylic acid 3-methyl ester). Procedure: To a solution of 2-(4-tert-butoxycarbonylbenzyl)-1-oxo-4-phenyl-1,2-dihydroisoquinoline-3,6-dicarboxylic acid dimethyl ester (1.63 g) in THF (16 ml) were added methanol (16 ml) and 8N-aqueous sodium hydroxide solution (0.8 ml) at room temperature, and the mixture was stirred for 18 hrs. The reaction mixture was concentrated under reduced pressure and water and 1N-hydrochloric acid (7 ml) were added to the residue. The aqueous layer was acidified and extracted with ethyl acetate. The organic laye... The reactants are N1N=C(C2=CC=CC=C12)O (1H-indazol-3-ol), N(=C=O)CC1=C(C=CC=C1)C (1-isocyanatomethyl-2-methylbenzene). Product: CC1=C(CNC(=O)N2N(C(C3=CC=CC=C23)=O)C(=O)NCC2=C(C=CC=C2)C)C=CC=C1 (3-Oxo-3H-indazole-1,2-dicarboxylic acid bis(2-methylbenzylamide)). As a reaction SMILES: [NH:1]1[C:9]2[C:4](=[CH:5][CH:6]=[CH:7][CH:8]=2)[C:3]([OH:10])=[N:2]1.[N:11]([CH2:14][C:15]1[CH:20]=[CH:19][CH:18]=[CH:17][C:16]=1[CH3:21])=[C:12]=[O:13]>>[CH3:21][C:16]1[CH:17]=[CH:18][CH:19]=[CH:20][C:15]=1[CH2:14][NH:11][C:12]([N:1]1[C:9]2[C:4](=[CH:5][CH:6]=[CH:7][CH:8]=2)[C:3](=[O:10])[N:2]1[C:12]([NH:11][CH2:14][C:15]1[CH:20]=[CH:19][CH:18]=[CH:17][C:16]=1[CH3:21])=[O:13])=[O:13]. Procedure: In analogy to example 11, 300 mg (2.24 mmol) of 1H-indazol-3-ol were reacted with 395.5 mg (2.69 mmol) of 1-isocyanatomethyl-2-methylbenzene. Yield: 177 mg (18%), M+H+: 429.26.